This data is from the Open Reaction Database (ORD), a public repository of structured organic reaction records. The task is: describe an organic reaction: reactants, conditions, products, and yield Reactants: [BH4-].[Na+] (sodium boro hydride), C(C)(=O)C(C(=O)OC)CC1=CC=CC=C1 (Methyl 2-acetyl-3-phenylpropionate), Cl (hydrochloric acid). Solvent: CO (methanol), CO (methanol). The product is OC(C)C(C(=O)OC)CC1=CC=CC=C1 (methyl 2-(1-hydroxyethyl)-3-phenylpropionate). Yield: 99.7%. Reaction SMILES: [C:1]([CH:4]([CH2:9][C:10]1[CH:15]=[CH:14][CH:13]=[CH:12][CH:11]=1)[C:5]([O:7][CH3:8])=[O:6])(=[O:3])[CH3:2].[BH4-].[Na+].Cl>CO>[OH:3][CH:1]([CH:4]([CH2:9][C:10]1[CH:11]=[CH:12][CH:13]=[CH:14][CH:15]=1)[C:5]([O:7][CH3:8])=[O:6])[CH3:2] |f:1.2|. Procedure details: Methyl 2-acetyl-3-phenylpropionate (60 g) is dissolved in methanol (300 ml), and thereto is added portionwise sodium boro hydride (2.9 g) with stirring under ice cooling, and the mixture is stirred under ice cooling from 2 hours. The reaction mixture is adjusted to pH 1 with 10% hydrochloric acid, and methanol is distilled off under reduced pressure. The residue is extracted with ethyl acetate. The extract is washed with diluted aqueous sodium hydrogen carbonate solution and saturated aqueous so... Starting materials: [K+], [NH2-], N, [Na], O=S(=O)([O-])c1cccc2ccccc12. Product: Nc1cccc2ccccc12. As a reaction SMILES: [K+:15].[NH2-:17].[NH3:18].[Na:16].[c:1]1([S:11]([O-:12])(=[O:13])=[O:14])[cH:2][cH:3][cH:4][c:5]2[cH:6][cH:7][cH:8][cH:9][c:10]12>>[c:1]1([NH2:17])[cH:2][cH:3][cH:4][c:5]2[cH:6][cH:7][cH:8][cH:9][c:10]12. Reactants: Cl.OC(CN1CCN(CC1)C1=C(C=CC=C1)OC)C=1C=CC(=C(C(=O)OC)C1)OC (methyl 5-[1-hydroxy-2-[4-(2-methoxyphenyl)-1-piperazinyl]ethyl]-2-methoxybenzoate hydrochloride), Cl.OC(CN1CCN(CC1)C1=C(C=CC=C1)C)C=1C=CC(=C(C(=O)OC)C1)OC (methyl 5-[1-hydroxy-2-[4-(2-methylphenyl)-1-piperazinyl]ethyl]-2-methoxybenzoate hydrochloride), COC(C1=C(C=CC(=C1)C(CN1CCN(CC1)C1=CC=CC=C1)O)OC)=O (methyl-5-[1-hydroxy-2-(4-phenyl-1-piperazinyl)ethyl]-2-methoxybenzoate). The product is Cl.OC(CN1CCN(CC1)C1=C(C=CC=C1)OC)C=1C=CC(=C(C(=O)N)C1)OC (5-[1-hydroxy-2-[4-(2-methoxyphenyl)-1-piperazinyl]ethyl]-2-methoxybenzamide hydrochloride). As a reaction SMILES: [ClH:1].[OH:2][CH:3]([C:19]1[CH:20]=[CH:21][C:22]([O:29][CH3:30])=[C:23]([CH:28]=1)[C:24](OC)=[O:25])[CH2:4][N:5]1[CH2:10][CH2:9][N:8]([C:11]2[CH:16]=[CH:15][CH:14]=[CH:13][C:12]=2[O:17][CH3:18])[CH2:7][CH2:6]1.Cl.OC(C1C=CC(OC)=C(C=1)C(OC)=O)C[N:35]1CCN(C2C=CC=CC=2C)CC1.COC(=O)C1C=C(C(O)CN2CCN(C3C=CC=CC=3)CC2)C=CC=1OC>>[ClH:1].[OH:2][CH:3]([C:19]1[CH:20]=[CH:21][C:22]([O:29][CH3:30])=[C:23]([CH:28]=1)[C:24]([NH2:35])=[O:25])[CH2:4][N:5]1[CH2:10][CH2:9][N:8]([C:11]2[CH:16]=[CH:15][CH:14]=[CH:13][C:12]=2[O:17][CH3:18])[CH2:7][CH2:6]1 |f:0.1,2.3,5.6|. Procedure: Following essentially the same procedure but substituting methyl 5-[1-hydroxy-2-[4-(2-methoxyphenyl)-1-piperazinyl]ethyl]-2-methoxybenzoate hydrochloride and methyl 5-[1-hydroxy-2-[4-(2-methylphenyl)-1-piperazinyl]ethyl]-2-methoxybenzoate hydrochloride for the methyl-5-[1-hydroxy-2-(4-phenyl-1-piperazinyl)ethyl]-2-methoxybenzoate above results in the preparation of 5-[1-hydroxy-2-[4-(2-methoxyphenyl)-1-piperazinyl]ethyl]-2-methoxybenzamide hydrochloride, having a m.pt. of 247°-8° C. (dec.) and 5...